From a dataset of the Open Reaction Database (ORD), a public repository of structured organic reaction records. describe an organic reaction: reactants, conditions, products, and yield Starting materials: CCCCO, CSc1ccc(N)cc1, C[Si](C)(C)Cl, CCOC(C)=O, Cc1ccc(S(=O)(=O)n2ccc3c(Nc4ccc5cn[nH]c5c4)nc(Cl)nc32)cc1, O. The product is CSc1ccc(Nc2nc(Nc3ccc4cn[nH]c4c3)c3ccn(S(=O)(=O)c4ccc(C)cc4)c3n2)cc1. As a reaction SMILES: [CH2:46]([OH:47])[CH2:48][CH2:49][CH3:50].[CH3:31][S:32][c:33]1[cH:34][cH:35][c:36]([NH2:37])[cH:38][cH:39]1.[CH3:40][Si:41]([Cl:42])([CH3:43])[CH3:44].[CH3:51][CH2:52][O:53][C:54](=[O:55])[CH3:56].[Cl:1][c:2]1[n:3][c:4]([NH:21][c:22]2[cH:23][cH:24][c:25]3[cH:26][n:27][nH:28][c:29]3[cH:30]2)[c:5]2[c:6]([n:7]1)[n:8]([S:11](=[O:12])(=[O:13])[c:14]1[cH:15][cH:16][c:17]([CH3:18])[cH:19][cH:20]1)[cH:9][cH:10]2.[OH2:45]>>[c:2]1([NH:37][c:36]2[cH:35][cH:34][c:33]([S:32][CH3:31])[cH:39][cH:38]2)[n:3][c:4]([NH:21][c:22]2[cH:23][cH:24][c:25]3[cH:26][n:27][nH:28][c:29]3[cH:30]2)[c:5]2[c:6]([n:7]1)[n:8]([S:11](=[O:12])(=[O:13])[c:14]1[cH:15][cH:16][c:17]([CH3:18])[cH:19][cH:20]1)[cH:9][cH:10]2. The reactants are CSc1oc2ccccc2c(=O)c1C, ClCCl, O=C(OO)c1cccc(Cl)c1. The product is Cc1c(S(C)=O)oc2ccccc2c1=O. As a reaction SMILES: [CH3:1][c:2]1[c:3]([S:13][CH3:14])[o:4][c:5]2[cH:6][cH:7][cH:8][cH:9][c:10]2[c:11]1=[O:12].[Cl:26][CH2:27][Cl:28].[OH:15][O:16][C:17]([c:18]1[cH:19][c:20]([Cl:21])[cH:22][cH:23][cH:24]1)=[O:25]>>[CH3:1][c:2]1[c:3]([S:13]([CH3:14])=[O:15])[o:4][c:5]2[cH:6][cH:7][cH:8][cH:9][c:10]2[c:11]1=[O:12].